The task is: describe an organic reaction: reactants, conditions, products, and yield. This data is from the Open Reaction Database (ORD), a public repository of structured organic reaction records. The reactants are ClC1=CC=C(C=O)C=C1 (4-Chlorobenzaldehyde), [C@@H]1(CCCC2=CC=CC=C12)N ((1S)-1,2,3,4-tetrahydro-1-naphthalenylamine). Product: ClC1=CC=C(CN[C@H]2CCCC3=CC=CC=C23)C=C1 (N-(4-chlorobenzyl)-N-[(1S)-1,2,3,4-tetrahydro-1-naphthalenyl]amine). As a reaction SMILES: [Cl:1][C:2]1[CH:9]=[CH:8][C:5]([CH:6]=O)=[CH:4][CH:3]=1.[C@@H:10]1([NH2:20])[C:19]2[C:14](=[CH:15][CH:16]=[CH:17][CH:18]=2)[CH2:13][CH2:12][CH2:11]1>>[Cl:1][C:2]1[CH:9]=[CH:8][C:5]([CH2:6][NH:20][C@@H:10]2[C:19]3[C:14](=[CH:15][CH:16]=[CH:17][CH:18]=3)[CH2:13][CH2:12][CH2:11]2)=[CH:4][CH:3]=1. Reported procedure: 4-Chlorobenzaldehyde and (1S)-1,2,3,4-tetrahydro-1-naphthalenylamine were processed as described in Example 1A to provide the title compound. Starting materials: CN(C)C=O, CI, CC(C)(C)c1cc2cc(NC(=O)C3(c4ccc5c(c4)OCO5)CC3)ccc2[nH]1. Yields the product Cc1c(C(C)(C)C)[nH]c2ccc(NC(=O)C3(c4ccc5c(c4)OCO5)CC3)cc12. RXN SMILES: [CH3:31][N:32]([CH3:33])[CH:34]=[O:35].[I:29][CH3:30].[O:1]1[CH2:2][O:3][c:4]2[c:5]1[cH:6][cH:7][c:8]([C:10]1([C:13](=[O:14])[NH:15][c:16]3[cH:17][c:18]4[cH:19][c:20]([C:25]([CH3:26])([CH3:27])[CH3:28])[nH:21][c:22]4[cH:23][cH:24]3)[CH2:11][CH2:12]1)[cH:9]2>>[O:1]1[CH2:2][O:3][c:4]2[c:5]1[cH:6][cH:7][c:8]([C:10]1([C:13](=[O:14])[NH:15][c:16]3[cH:17][c:18]4[c:19]([CH3:30])[c:20]([C:25]([CH3:26])([CH3:27])[CH3:28])[nH:21][c:22]4[cH:23][cH:24]3)[CH2:11][CH2:12]1)[cH:9]2. Starting materials: O (water), S(C)(=O)(=O)O.S(C)(=O)(=O)O.O[C@H]1C[C@H]2[C@H](C[C@H]3[C@@H]4CC[C@H]([C@@H](CCC(C(C)C)=O)C)[C@]4(CC[C@@H]3[C@]2(CC1)C)C)O (3α,6α-dihydroxy-5β-cholestan-24-one dimesylate), ( a ), [Cl-].[Li+] (lithium chloride). Run in CN(C=O)C (dimethylformamide). Yields the product ClC1CC2=CC[C@H]3[C@@H]4CC[C@H]([C@@H](CCC(C(C)C)=O)C)[C@]4(CC[C@@H]3[C@]2(CC1)C)C (3-chlorocholest-5-en-24-one). RXN SMILES: S(O)(=O)(=O)C.S(O)(=O)(=O)C.O[C@@H:12]1[CH2:37][CH2:36][C@@:35]2([CH3:38])[C@H:14]([C@@H:15](O)[CH2:16][C@@H:17]3[C@@H:34]2[CH2:33][CH2:32][C@@:31]2([CH3:39])[C@H:18]3[CH2:19][CH2:20][C@@H:21]2[C@H:22]([CH3:30])[CH2:23][CH2:24][C:25](=O)[CH:26]([CH3:28])[CH3:27])[CH2:13]1.[Cl-:41].[Li+].[OH2:43]>CN(C)C=O>[Cl:41][CH:12]1[CH2:37][CH2:36][C@@:35]2([CH3:38])[C:14](=[CH:15][CH2:16][C@@H:17]3[C@@H:34]2[CH2:33][CH2:32][C@@:31]2([CH3:39])[C@H:18]3[CH2:19][CH2:20][C@@H:21]2[C@H:22]([CH3:30])[CH2:23][CH2:24][C:25](=[O:43])[CH:26]([CH3:27])[CH3:28])[CH2:13]1 |f:0.1.2,3.4|. Procedure: To the solution of 3α,6α-dihydroxy-5β-cholestan-24-one dimesylate prepared (a) above in dimethylformamide (10 ml) was added lithium chloride (100 mg) and the mixture was refluxed for 30 minutes. After cooling, water was added to the reaction mixture and the mixture was extracted with diethyl ether. The ether layer was washed with water, dried over magnesium sulfate and evaporated to give an oily product, 3-chlorocholest-5-en-24-one. Starting materials: C1CCOC1, O=C=Nc1ccc(F)cc1F, CC(=O)Nc1nc(C)c(-c2cnc(Cl)c(N)c2)s1. Product: CC(=O)Nc1nc(C)c(-c2cnc(Cl)c(NC(=O)Nc3ccc(F)cc3F)c2)s1. As a reaction SMILES: [CH2:30]1[O:31][CH2:32][CH2:33][CH2:34]1.[F:1][c:2]1[c:3]([N:9]=[C:10]=[O:11])[cH:4][cH:5][c:6]([F:8])[cH:7]1.[NH2:12][c:13]1[cH:14][c:15](-[c:20]2[c:21]([CH3:29])[n:22][c:23]([NH:25][C:26]([CH3:27])=[O:28])[s:24]2)[cH:16][n:17][c:18]1[Cl:19]>>[F:1][c:2]1[c:3]([NH:9][C:10](=[O:11])[NH:12][c:13]2[cH:14][c:15](-[c:20]3[c:21]([CH3:29])[n:22][c:23]([NH:25][C:26]([CH3:27])=[O:28])[s:24]3)[cH:16][n:17][c:18]2[Cl:19])[cH:4][cH:5][c:6]([F:8])[cH:7]1. The reactants are [O-][Cl+][O-], O=Cc1cccc(C(=O)CC2CCC(c3cc(F)ccc3F)(S(=O)(=O)c3ccc(Cl)cc3)CC2)c1, ClCCl, NS(=O)(=O)O, [Na+], O. Product: O=C(O)c1cccc(C(=O)CC2CCC(c3cc(F)ccc3F)(S(=O)(=O)c3ccc(Cl)cc3)CC2)c1. Reaction SMILES: [Cl+:41]([O-:42])[O-:43].[Cl:1][c:2]1[cH:3][cH:4][c:5]([S:8](=[O:9])(=[O:10])[C:11]2([c:28]3[c:29]([F:35])[cH:30][cH:31][c:32]([F:34])[cH:33]3)[CH2:12][CH2:13][CH:14]([CH2:17][C:18](=[O:19])[c:20]3[cH:21][c:22]([CH:23]=[O:24])[cH:25][cH:26][cH:27]3)[CH2:15][CH2:16]2)[cH:6][cH:7]1.[Cl:45][CH2:46][Cl:47].[NH2:36][S:37]([OH:38])(=[O:39])=[O:40].[Na+:44].[OH2:48]>>[Cl:1][c:2]1[cH:3][cH:4][c:5]([S:8](=[O:9])(=[O:10])[C:11]2([c:28]3[c:29]([F:35])[cH:30][cH:31][c:32]([F:34])[cH:33]3)[CH2:12][CH2:13][CH:14]([CH2:17][C:18](=[O:19])[c:20]3[cH:21][c:22]([C:23](=[O:24])[OH:38])[cH:25][cH:26][cH:27]3)[CH2:15][CH2:16]2)[cH:6][cH:7]1. The reactants are C(C)(C)(C)OC(NCC(C1=CSC=C1)NC1=NC=CC(=N1)C1=NNC2=NC(=NC=C21)NCCN2CCOCC2)=O ((2-{4-[6-(2-Morpholin-4-yl-ethylamino)-1H-pyrazolo[3,4-d]pyrimidin-3-yl]-pyrimidin-2-ylamino}-2-thiophen-3-yl-ethyl)-carbamic acid tert-butyl ester), Cl (HCl). Solvent: CCO (EtOH). Run at time 15 hour. The product is N1(CCOCC1)CCNC1=NC=C2C(=N1)NN=C2C2=NC(=NC=C2)NC(CN)C2=CSC=C2 (N1-{4-[6-(2-morpholin-4-yl-ethylamino)-1H-pyrazolo[3,4-d]pyrimidin-3-yl]-pyrimidin-2-yl}-1-thiophen-3-yl-ethane-1,2-diamine). Reaction SMILES: C(OC(=O)[NH:7][CH2:8][CH:9]([NH:15][C:16]1[N:21]=[C:20]([C:22]2[C:30]3[C:25](=[N:26][C:27]([NH:31][CH2:32][CH2:33][N:34]4[CH2:39][CH2:38][O:37][CH2:36][CH2:35]4)=[N:28][CH:29]=3)[NH:24][N:23]=2)[CH:19]=[CH:18][N:17]=1)[C:10]1[CH:14]=[CH:13][S:12][CH:11]=1)(C)(C)C.Cl>CCO>[N:34]1([CH2:33][CH2:32][NH:31][C:27]2[N:26]=[C:25]3[NH:24][N:23]=[C:22]([C:20]4[CH:19]=[CH:18][N:17]=[C:16]([NH:15][CH:9]([C:10]5[CH:14]=[CH:13][S:12][CH:11]=5)[CH2:8][NH2:7])[N:21]=4)[C:30]3=[CH:29][N:28]=2)[CH2:39][CH2:38][O:37][CH2:36][CH2:35]1. Reported procedure: (2-{4-[6-(2-Morpholin-4-yl-ethylamino)-1H-pyrazolo[3,4-d]pyrimidin-3-yl]-pyrimidin-2-ylamino}-2-thiophen-3-yl-ethyl)-carbamic acid tert-butyl ester (200 mg, 0.35 mmol) was dissolved in EtOH (4 mL), then conc. HCl (4 mL) was added. The reaction mixture was stirred at room temperature for 15 hours. The solvent was removed under reduced pressure to afford the crude product which was purified by prep-HPLC to afford N1-{4-[6-(2-morpholin-4-yl-ethylamino)-1H-pyrazolo[3,4-d]pyrimidin-3-yl]-pyrimidin-2-... The reactants are N1=CN=C(C2=C1C=CN=C2)O (pyrido-[4,3-d]pyrimidine-4-ol), C(C)(C)(C)C1=CC=C(C=C1)CCN (2-[4-(t-butyl)phenyl]ethylamine), (NH4)2SO4. The solvent is C[Si](N[Si](C)(C)C)(C)C (hexamethyldisilazane). Product: C(C)(C)(C)C1=CC=C(C=C1)CCNC=1C2=C(N=CN1)C=CN=C2 (4-[2-[4-(t-butyl)phenyl]ethylamino]pyrido-[4,3-d]pyrimidine). RXN SMILES: [N:1]1[C:6]2[CH:7]=[CH:8][N:9]=[CH:10][C:5]=2[C:4](O)=[N:3][CH:2]=1.[C:12]([C:16]1[CH:21]=[CH:20][C:19]([CH2:22][CH2:23][NH2:24])=[CH:18][CH:17]=1)([CH3:15])([CH3:14])[CH3:13]>C[Si](C)(C)N[Si](C)(C)C>[C:12]([C:16]1[CH:17]=[CH:18][C:19]([CH2:22][CH2:23][NH:24][C:4]2[C:5]3[CH:10]=[N:9][CH:8]=[CH:7][C:6]=3[N:1]=[CH:2][N:3]=2)=[CH:20][CH:21]=1)([CH3:15])([CH3:13])[CH3:14]. Procedure details: A mixture consisting of 0.45 g of pyrido-[4,3-d]pyrimidine-4-ol, 0.53 g of 2-[4-(t-butyl)phenyl]ethylamine, about 40 mg of (NH4)2SO4 in 4 mL of hexamethyldisilazane was refluxed for about five hours. The mixture was then cooled and excess disilazane was removed in vacuo. The residue was dissolved in CH2Cl2, and the solution was washed with water and filtered through phase separating paper. Evaporated the CH2Cl2 and adsorbed the residue onto silica gel, which was applied to a thin silica pad and ...